Dataset: the Open Reaction Database (ORD), a public repository of structured organic reaction records. Task: describe an organic reaction: reactants, conditions, products, and yield Starting materials: NC=1SC2=C(N1)C=CC(=C2)[N+](=O)[O-] (2-amino-6-nitrobenzothiazole), Cl (hydrochloric acid), N(=O)[O-].[Na+] (sodium nitrite). Run in O (water). Run at temperature 50 celsius, time 30 minute. The product is [N+](=O)([O-])C1=CC2=C(NC(S2)=O)C=C1 (6-nitrobenzothiazol-2-one). Yield: 94.5%. As a reaction SMILES: N[C:2]1[S:3][C:4]2[CH:10]=[C:9]([N+:11]([O-:13])=[O:12])[CH:8]=[CH:7][C:5]=2[N:6]=1.Cl.N([O-])=[O:16].[Na+]>O>[N+:11]([C:9]1[CH:8]=[CH:7][C:5]2[NH:6][C:2](=[O:16])[S:3][C:4]=2[CH:10]=1)([O-:13])=[O:12] |f:2.3|. Reported procedure: 28.75 g of 2-amino-6-nitrobenzothiazole, 210 g of 30% hydrochloric acid and 29.5 g of water are introduced into a 750 ml pressure vessel at room temperature and subsequently heated to 50° C. After the reaction mixture has been stirred for 30 minutes, it is cooled to 20° C. 50.75 g of aqueous sodium nitrite solution are then metered in at a uniform rate in the course of 3 hours at 20°-30° C., with very vigorous stirring. After metering in has ended, stirring is continued for 2.5 hours at 20°-30° ... Starting materials: OC1=C(C(CC(C1)C1=C(C=C(C=C1C)C)C)=O)C(CC)=O (3-hydroxy-5-mesityl-2-propionylcyclohex-2-en-1-one), ice water, ClS(=O)(=O)O (chlorosulphonic acid). Solvent: C(Cl)(Cl)Cl (chloroform). Reaction conditions: temperature 20 celsius, time 4 hour. Yields the product OC1=C(C(CC(C1)C1=C(C(=C(C=C1C)C)S(=O)(=O)Cl)C)=O)C(CC)=O (3-hydroxy-5-(2,4,6-trimethyl-3-chlorosulphonylphenyl)-2-propionylcyclohex-2-en-1-one), oil. The yield is 97.0%. RXN SMILES: [OH:1][C:2]1[CH2:7][CH:6]([C:8]2[C:13]([CH3:14])=[CH:12][C:11]([CH3:15])=[CH:10][C:9]=2[CH3:16])[CH2:5][C:4](=[O:17])[C:3]=1[C:18](=[O:21])[CH2:19][CH3:20].[Cl:22][S:23](O)(=[O:25])=[O:24]>C(Cl)(Cl)Cl>[OH:17][C:4]1[CH2:5][CH:6]([C:8]2[C:13]([CH3:14])=[CH:12][C:11]([CH3:15])=[C:10]([S:23]([Cl:22])(=[O:25])=[O:24])[C:9]=2[CH3:16])[CH2:7][C:2](=[O:1])[C:3]=1[C:18](=[O:21])[CH2:19][CH3:20]. Procedure: A solution of 3-hydroxy-5-mesityl-2-propionylcyclohex-2-en-1-one (1.8 g) in chloroform (20 ml) was stirred and cooled to 0° C. during the dropwise addition of chlorosulphonic acid (10 ml). The mixture was stirred for four hours at 20° C. and then poured into ice-water and the aqueous phase was extracted with chloroform (50 ml). The organic phase was dried over anhydrous sodium sulphate and the solvent was removed by evaporation under reduced pressure using a rotary evaporator. The product 3-hydr...